Dataset: the Open Reaction Database (ORD), a public repository of structured organic reaction records. Task: describe an organic reaction: reactants, conditions, products, and yield Reactants: [OH-].[Na+] (sodium hydroxide), [Br-].COC(=O)C1=CC=C(C[P+](C2=CC=CC=C2)(C2=CC=CC=C2)C2=CC=CC=C2)C=C1 ((4-methoxycarbonylbenzyl)triphenylphosphonium bromide), N1=CC=C(C=C1)C=O (4-pyridinecarbaldehyde), O (Water). Solvent: CS(=O)C (dimethylsulfoxide). Reaction conditions: time 30 minute. Product: N1=CC=C(C=C1)/C=C/C1=CC=C(C(=O)OC)C=C1 (methyl 4-[(E)-2-(4-pyridyl)vinyl]benzoate), N1=CC=C(C=C1)\C=C/C1=CC=C(C(=O)OC)C=C1 (methyl 4-[(Z)-2-(4-pyridyl)vinyl]benzoate). As a reaction SMILES: [OH-].[Na+].[Br-].[CH3:4][O:5][C:6]([C:8]1[CH:33]=[CH:32][C:11]([CH2:12][P+](C2C=CC=CC=2)(C2C=CC=CC=2)C2C=CC=CC=2)=[CH:10][CH:9]=1)=[O:7].[N:34]1[CH:39]=[CH:38][C:37]([CH:40]=O)=[CH:36][CH:35]=1.O>CS(C)=O>[N:34]1[CH:39]=[CH:38][C:37](/[CH:40]=[CH:12]/[C:11]2[CH:10]=[CH:9][C:8]([C:6]([O:5][CH3:4])=[O:7])=[CH:33][CH:32]=2)=[CH:36][CH:35]=1.[N:34]1[CH:39]=[CH:38][C:37](/[CH:40]=[CH:12]\[C:11]2[CH:10]=[CH:9][C:8]([C:6]([O:5][CH3:4])=[O:7])=[CH:33][CH:32]=2)=[CH:36][CH:35]=1 |f:0.1,2.3|. Procedure: To a solution of sodium hydroxide (830 mg) in dimethylsulfoxide (100 ml) was added (4-methoxycarbonylbenzyl)triphenylphosphonium bromide (10.0 g), and after 30 minutes, 4-pyridinecarbaldehyde (2.22 g) was added thereto under ice-cooling. The mixture was stirred overnight. Water was added to the reaction mixture, and extracted with ethyl acetate. The organic layer was washed with water and brine, dried over magnesium sulfate and concentrated in vacuo. The residue was purified by flash chromatogra... Reactants: C(=O)(Cl)Cl (phosgene), O(C1=CC=CC=C1)CCNCCC (N-2-phenoxyethyl-N-propylamine), C(=O)(Cl)Cl (phosgene). Run in C(C)(=O)OCC (ethyl acetate), C(C)(=O)OCC (ethyl acetate). Yields the product O(C1=CC=CC=C1)CCN(C(=O)Cl)CCC (N-2-phenoxyethyl-N-propylcarbamoyl chloride). Reaction SMILES: [C:1]([Cl:4])(Cl)=[O:2].[O:5]([CH2:12][CH2:13][NH:14][CH2:15][CH2:16][CH3:17])[C:6]1[CH:11]=[CH:10][CH:9]=[CH:8][CH:7]=1>C(OCC)(=O)C>[O:5]([CH2:12][CH2:13][N:14]([CH2:15][CH2:16][CH3:17])[C:1]([Cl:4])=[O:2])[C:6]1[CH:11]=[CH:10][CH:9]=[CH:8][CH:7]=1. Procedure: To 100 ml. of mechanically stirred, refluxing dry ethyl acetate was introduced a steady flow of phosgene gas followed by the dropwise addition of 22.4g. N-2-phenoxyethyl-N-propylamine in 100 ml. dry ethyl acetate over a period of 45 minutes. On completion of the addition, the reaction mixture was boiled under reflux with stirring, whilst continuing the flow of phosgene for a further three hours. The solvent was removed on the steam bath, the last traces being extracted under vacuum to give N-2-p...